From a dataset of the Open Reaction Database (ORD), a public repository of structured organic reaction records. describe an organic reaction: reactants, conditions, products, and yield Reactants: COc1ccc(Nc2ncc(Cc3ccc(S(C)(=O)=O)cc3)cc2-c2nc(C)nc3c2ncn3C2CCCCO2)cn1, Cl, O. The product is COc1ccc(Nc2ncc(Cc3ccc(S(C)(=O)=O)cc3)cc2-c2nc(C)nc3[nH]cnc23)cn1, Cl. Reaction SMILES: [CH3:1][O:2][c:3]1[cH:4][cH:5][c:6]([NH:9][c:10]2[n:11][cH:12][c:13]([CH2:32][c:33]3[cH:34][cH:35][c:36]([S:39](=[O:40])(=[O:41])[CH3:42])[cH:37][cH:38]3)[cH:14][c:15]2-[c:16]2[c:17]3[n:18][cH:19][n:20]([CH:26]4[CH2:27][CH2:28][CH2:29][CH2:30][O:31]4)[c:21]3[n:22][c:23]([CH3:25])[n:24]2)[cH:7][n:8]1.[ClH:43].[OH2:44]>>[CH3:1][O:2][c:3]1[cH:4][cH:5][c:6]([NH:9][c:10]2[n:11][cH:12][c:13]([CH2:32][c:33]3[cH:34][cH:35][c:36]([S:39](=[O:40])(=[O:41])[CH3:42])[cH:37][cH:38]3)[cH:14][c:15]2-[c:16]2[c:17]3[n:18][cH:19][nH:20][c:21]3[n:22][c:23]([CH3:25])[n:24]2)[cH:7][n:8]1.[ClH:43]. Reactants: CCOP(=O)(OCC)C(Cl)c1ccc(Cl)cc1, CC(=O)C1C(C=O)C1(C)C, CO, C1CCOC1, O. Product: CC(=O)C1C(C=C(Cl)c2ccc(Cl)cc2)C1(C)C. Reaction SMILES: [CH2:1]([O:2][P:3](=[O:4])([O:5][CH2:6][CH3:7])[CH:9]([c:10]1[cH:11][cH:12][c:13]([Cl:16])[cH:14][cH:15]1)[Cl:17])[CH3:8].[CH3:18][C:19]1([CH3:27])[CH:20]([C:24]([CH3:25])=[O:26])[CH:21]1[CH:22]=[O:23].[CH3:34][OH:35].[O:29]1[CH2:30][CH2:31][CH2:32][CH2:33]1.[OH2:28]>>[C:9]([c:10]1[cH:11][cH:12][c:13]([Cl:16])[cH:14][cH:15]1)([Cl:17])=[CH:22][CH:21]1[C:19]([CH3:18])([CH3:27])[CH:20]1[C:24]([CH3:25])=[O:26]. Starting materials: C(=O)(O)[O-].[Na+] (NaHCO3), N1CCC2=CC(=CC=C12)N1C(N(C=2C1=NC=CC2)CC)=O (3-(2,3-dihydro-1H-indol-5-yl)-1-ethyl-1,3-dihydro-2H-imidazo[4,5-b]pyridin-2-one), ClC=1SC=CN1 (2-chlorothiazole), C(=O)([O-])[O-].[Cs+].[Cs+] (Cs2CO3). Solvent: CN(C)C=O (DMF). Conditions: temperature 100 celsius, time 3 day. The product is C(C)N1C(N(C2=NC=CC=C21)C=2C=C1C=CN(C1=CC2)C=2SC=CN2)=O (1-ethyl-3-[1-(1,3-thiazol-2-yl)-1H-indol-5-yl]-1,3-dihydro-2H-imidazo[4,5-b]pyridin-2-one). The yield is 27.9%. As a reaction SMILES: [NH:1]1[C:9]2[C:4](=[CH:5][C:6]([N:10]3[C:14]4=[N:15][CH:16]=[CH:17][CH:18]=[C:13]4[N:12]([CH2:19][CH3:20])[C:11]3=[O:21])=[CH:7][CH:8]=2)[CH2:3][CH2:2]1.Cl[C:23]1[S:24][CH:25]=[CH:26][N:27]=1.C([O-])([O-])=O.[Cs+].[Cs+].C([O-])(O)=O.[Na+]>CN(C=O)C>[CH2:19]([N:12]1[C:13]2[C:14](=[N:15][CH:16]=[CH:17][CH:18]=2)[N:10]([C:6]2[CH:5]=[C:4]3[C:9](=[CH:8][CH:7]=2)[N:1]([C:23]2[S:24][CH:25]=[CH:26][N:27]=2)[CH:2]=[CH:3]3)[C:11]1=[O:21])[CH3:20] |f:2.3.4,5.6|. Reported procedure: A mixture of 3-(2,3-dihydro-1H-indol-5-yl)-1-ethyl-1,3-dihydro-2H-imidazo[4,5-b]pyridin-2-one (75 mg), 2-chlorothiazole (48.0 mg) and Cs2CO3 (174 mg) in DMF (3 mL) was stirred at 100° C. for 3 days, treated with saturated NaHCO3 solution, and extracted with AcOEt. The organic layer was separated, dried over MgSO4 and concentrated in vacuo. The residue was purified by prep. HPLC and crystallized from AcOEt/Hexane to give the title compound as white crystals (27.0 mg). The reactants are BrC1=CC=C(S1)S(=O)(=O)N (5-bromothiophene-2-sulfonamide), COC(N(C)C)OC (dimethylformamide dimethyl acetal). Solvent: C(C)#N (acetonitrile), C(C)#N (acetonitrile). Yields the product CN(C=NS(=O)(=O)C=1SC(=CC1)Br)C (N,N-Dimethyl-N'-(5-bromothiophene-2-sulfonyl)formamidine). RXN SMILES: [Br:1][C:2]1[S:6][C:5]([S:7]([NH2:10])(=[O:9])=[O:8])=[CH:4][CH:3]=1.CO[CH:13](OC)[N:14]([CH3:16])[CH3:15]>C(#N)C>[CH3:13][N:14]([CH3:16])[CH:15]=[N:10][S:7]([C:5]1[S:6][C:2]([Br:1])=[CH:3][CH:4]=1)(=[O:9])=[O:8]. Procedure details: To a stirred mixture of 5-bromothiophene-2-sulfonamide (24.2 g, 0.10 mol) in acetonitrile (100 ml) was added dimethylformamide dimethyl acetal (14 ml) in acetonitrile (125 ml) dropwise over 0.5 hour. After an additional 0.5 hour the solvent was removed in vacuo. The residue was treated with water and the solid that precipitated was collected and dried, 28.7 g., m.p. 103°-105° C. Recrystallization from 1-chlorobutane gave material with m.p. 104°-106° C. Starting materials: C(CC)C1=NC(=CN1CC1=CC=C(C=C1)C1=C(C=CC=C1)C1=NN=NN1C(C1=CC=CC=C1)(C1=CC=CC=C1)C1=CC=CC=C1)CCN (2-n-Propyl-5-(2-aminoethyl)-3-[2'-(1-trityl-1H-tetrazol-5-yl)biphenyl-4-yl]methylimidazole), O1CCCC1 (tetrahydrofuran), Cl.CO (hydrochloric acid methanol), C(Cl)(Cl)Cl (chloroform), O.C(C=O)(=O)OCC (ethyl glyoxylate hydrate). Conditions: time 8 hour. Yields the product C(CC)C1=NC2=C(C(N(CC2)C(C)=O)C(=O)OCC)N1CC1=CC=C(C=C1)C1=C(C=CC=C1)C1=NN=NN1 (ethyl 2-n-propyl-5-acetyl-3-[2'-(1H-tetrazol-5-yl)biphenyl-4-yl]methyl-4,5,6,7-tetrahydroimidazo[4,5-c]pyridine-4-carboxylate). The yield is 80.0%. As a reaction SMILES: [CH2:1]([C:4]1[N:8]([CH2:9][C:10]2[CH:15]=[CH:14][C:13]([C:16]3[CH:21]=[CH:20][CH:19]=[CH:18][C:17]=3[C:22]3[N:26](C(C4C=CC=CC=4)(C4C=CC=CC=4)C4C=CC=CC=4)[N:25]=[N:24][N:23]=3)=[CH:12][CH:11]=2)[CH:7]=[C:6]([CH2:46][CH2:47][NH2:48])[N:5]=1)[CH2:2][CH3:3].[OH2:49].C([O:54][CH2:55][CH3:56])(=O)C=O.Cl.[CH3:58][OH:59].[CH:60](Cl)(Cl)Cl.O1CC[CH2:66][CH2:65]1>>[CH2:1]([C:4]1[N:8]([CH2:9][C:10]2[CH:11]=[CH:12][C:13]([C:16]3[CH:21]=[CH:20][CH:19]=[CH:18][C:17]=3[C:22]3[NH:26][N:25]=[N:24][N:23]=3)=[CH:14][CH:15]=2)[C:7]2[CH:60]([C:58]([O:54][CH2:55][CH3:56])=[O:59])[N:48]([C:65](=[O:49])[CH3:66])[CH2:47][CH2:46][C:6]=2[N:5]=1)[CH2:2][CH3:3] |f:1.2,3.4|. Procedure details: 2-n-Propyl-5-(2-aminoethyl)-3-[2'-(1-trityl-1H-tetrazol-5-yl)biphenyl-4-yl]methylimidazole (1.01g) is dissolved in tetrahydrofuran (10 ml), and thereto is added ethyl glyoxylate hydrate (195 mg), and the mixture is stirred at room temperature overnight. The mixture is heated at 50° C. for 30 minutes, and after cooling, 7% hydrochloric acid-methanol solution (3 ml) and chloroform (10 ml) are added to the mixture, which is refluxed for 20 minutes. The mixture is evaporated under reduced pressure t... Starting materials: BrC=1C=NC(=NC1)C(C)(C)O (2-(5-bromopyrimidin-2-yl)propan-2-ol), OC(C[C@@]1(CCN(C(O1)=O)[C@@H](C)C1=CC=C(C=C1)B1OC(C(O1)(C)C)(C)C)C1=CC=CC=C1)(C)C ((S)-6-(2-hydroxy-2-methylpropyl)-6-phenyl-3-((S)-1-(4-(4,4,5,5-tetramethyl-1,3,2-dioxaborolan-2-yl)phenyl)ethyl)-1,3-oxazinan-2-one), C(=O)(O)[O-].[Na+] (NaHCO3). Reagents/catalysts: C=1C=CC(=CC1)[P](C=2C=CC=CC2)(C=3C=CC=CC3)[Pd]([P](C=4C=CC=CC4)(C=5C=CC=CC5)C=6C=CC=CC6)([P](C=7C=CC=CC7)(C=8C=CC=CC8)C=9C=CC=CC9)[P](C=1C=CC=CC1)(C=1C=CC=CC1)C=1C=CC=CC1 (Pd(PPh3)4). Run in COCCOC (DME), CCO (EtOH). Run at temperature 100 celsius, time 2 hour. The product is OC(C[C@@]1(CCN(C(O1)=O)[C@@H](C)C1=CC=C(C=C1)C=1C=NC(=NC1)C(C)(C)O)C1=CC=CC=C1)(C)C ((S)-6-(2-hydroxy-2-methylpropyl)-3-((S)-1-(4-(2-(2-hydroxypropan-2-yl)pyrimidin-5-yl)phenyl)ethyl)-6-phenyl-1,3-oxazinan-2-one). The yield is 27.8%. Reaction SMILES: Br[C:2]1[CH:3]=[N:4][C:5]([C:8]([OH:11])([CH3:10])[CH3:9])=[N:6][CH:7]=1.[OH:12][C:13]([CH3:46])([CH3:45])[CH2:14][C@@:15]1([C:39]2[CH:44]=[CH:43][CH:42]=[CH:41][CH:40]=2)[O:20][C:19](=[O:21])[N:18]([C@H:22]([C:24]2[CH:29]=[CH:28][C:27](B3OC(C)(C)C(C)(C)O3)=[CH:26][CH:25]=2)[CH3:23])[CH2:17][CH2:16]1.C([O-])(O)=O.[Na+]>COCCOC.CCO.C1C=CC([P]([Pd]([P](C2C=CC=CC=2)(C2C=CC=CC=2)C2C=CC=CC=2)([P](C2C=CC=CC=2)(C2C=CC=CC=2)C2C=CC=CC=2)[P](C2C=CC=CC=2)(C2C=CC=CC=2)C2C=CC=CC=2)(C2C=CC=CC=2)C2C=CC=CC=2)=CC=1>[OH:12][C:13]([CH3:45])([CH3:46])[CH2:14][C@@:15]1([C:39]2[CH:44]=[CH:43][CH:42]=[CH:41][CH:40]=2)[O:20][C:19](=[O:21])[N:18]([C@H:22]([C:24]2[CH:25]=[CH:26][C:27]([C:2]3[CH:3]=[N:4][C:5]([C:8]([OH:11])([CH3:10])[CH3:9])=[N:6][CH:7]=3)=[CH:28][CH:29]=2)[CH3:23])[CH2:17][CH2:16]1 |f:2.3,^1:64,66,85,104|. Procedure: To a solution of 2-(5-bromopyrimidin-2-yl)propan-2-ol (30 mg, 0.14 mmol) in DME (6 mL) was added Pd(PPh3)4 (10 mg, 0.01 mmol) under nitrogen. The mixture was stirred at room temperature for 1 h. (S)-6-(2-hydroxy-2-methylpropyl)-6-phenyl-3-((S)-1-(4-(4,4,5,5-tetramethyl-1,3,2-dioxaborolan-2-yl)phenyl)ethyl)-1,3-oxazinan-2-one (60 mg, 0.125 mmol) in EtOH (2 mL) was added, followed by addition of satd aq NaHCO3 (2 mL). The mixture was stirred at 100° C. for 2 h, quenched with water, and extracted w...